From a dataset of the Open Reaction Database (ORD), a public repository of structured organic reaction records. describe an organic reaction: reactants, conditions, products, and yield RXN SMILES: [CH2:1]([C:8]1[CH:13]=[CH:12][CH:11]=[CH:10][C:9]=1[NH:14][C:15](=[O:20])[CH2:16][CH2:17][CH2:18]Br)[C:2]1[CH:7]=[CH:6][CH:5]=[CH:4][CH:3]=1.[F:21][C:22]1[CH:27]=[CH:26][C:25]([CH2:28][C:29]2[CH:34]=[CH:33][C:32]([CH:35]3[CH2:40][CH2:39][NH:38][CH2:37][CH2:36]3)=[CH:31][CH:30]=2)=[CH:24][CH:23]=1>>[CH2:1]([C:8]1[CH:13]=[CH:12][CH:11]=[CH:10][C:9]=1[NH:14][C:15](=[O:20])[CH2:16][CH2:17][CH2:18][N:38]1[CH2:39][CH2:40][CH:35]([C:32]2[CH:33]=[CH:34][C:29]([CH2:28][C:25]3[CH:24]=[CH:23][C:22]([F:21])=[CH:27][CH:26]=3)=[CH:30][CH:31]=2)[CH2:36][CH2:37]1)[C:2]1[CH:7]=[CH:6][CH:5]=[CH:4][CH:3]=1. The reactants are C(C1=CC=CC=C1)C1=C(C=CC=C1)NC(CCCBr)=O (2-benzyl-1-(4-bromobutyrylamino)benzene), FC1=CC=C(C=C1)CC1=CC=C(C=C1)C1CCNCC1 (4-[4-(4-fluorophenyl)methylphenyl]piperidine). Procedure details: The compound (11) synthesized in Reference Example 11 and the compound (7) synthesized in Reference Example 7 were used to produce the above compound in the same way as Example 1. Product: C(C1=CC=CC=C1)C1=C(C=CC=C1)NC(CCCN1CCC(CC1)C1=CC=C(C=C1)CC1=CC=C(C=C1)F)=O (2-benzyl-1-[4-(4-(4-(4-fluorophenyl)methylphenyl)piperidin-1-yl)butyrylamino]benzene).